From a dataset of the Open Reaction Database (ORD), a public repository of structured organic reaction records. describe an organic reaction: reactants, conditions, products, and yield Starting materials: C[S-], CN(C)C=O, O=C(O)C(CC1CCCCO1)c1ccc(F)c(C(F)(F)F)c1, [H-], [Na+], [Na+]. Product: CSc1ccc(C(CC2CCCCO2)C(=O)O)cc1C(F)(F)F. Reaction SMILES: [CH3:25][S-:26].[CH3:28][N:29]([CH3:30])[CH:31]=[O:32].[F:1][c:2]1[c:3]([C:19]([F:20])([F:21])[F:22])[cH:4][c:5]([CH:8]([C:9](=[O:10])[OH:11])[CH2:12][CH:13]2[O:14][CH2:15][CH2:16][CH2:17][CH2:18]2)[cH:6][cH:7]1.[H-:23].[Na+:24].[Na+:27]>>[c:2]1([S:26][CH3:25])[c:3]([C:19]([F:20])([F:21])[F:22])[cH:4][c:5]([CH:8]([C:9](=[O:10])[OH:11])[CH2:12][CH:13]2[O:14][CH2:15][CH2:16][CH2:17][CH2:18]2)[cH:6][cH:7]1.